From a dataset of the Open Reaction Database (ORD), a public repository of structured organic reaction records. describe an organic reaction: reactants, conditions, products, and yield Starting materials: FC([C@@H]1CC[C@H](CC1)N)(F)F (trans-4-trifluoromethyl-cyclohexylamine), CNC1=NC(=C(C(=O)O)C=C1[N+](=O)[O-])N1CCC(CC1)C(F)(F)F (6-methylamino-5-nitro-2-(4-trifluoromethyl-piperidinyl)-nicotinic acid), CN(C)C(=[N+](C)C)ON1C2=C(C=CC=C2)N=N1.[B-](F)(F)(F)F (TBTU), TEA, C1CCOC1 (THF). The solvent is O (Water), CN(C)C=O (DMF). Reaction conditions: time 5 minute. Yields the product FC([C@@H]1CC[C@H](CC1)NC(C1=C(N=C(C(=C1)[N+](=O)[O-])NC)N1CCC(CC1)C(F)(F)F)=O)(F)F (N-(trans-4-Trifluoromethyl-cyclohexyl)-6-methylamino-5-nitro-2-(4-trifluoromethyl-piperidinyl)-nicotinic acid amide). As a reaction SMILES: [CH3:1][NH:2][C:3]1[C:11]([N+:12]([O-:14])=[O:13])=[CH:10][C:6]([C:7]([OH:9])=O)=[C:5]([N:15]2[CH2:20][CH2:19][CH:18]([C:21]([F:24])([F:23])[F:22])[CH2:17][CH2:16]2)[N:4]=1.CN(C(ON1N=NC2C=CC=CC1=2)=[N+](C)C)C.[B-](F)(F)(F)F.C1COCC1.[F:52][C:53]([F:62])([F:61])[C@H:54]1[CH2:59][CH2:58][C@H:57]([NH2:60])[CH2:56][CH2:55]1>O.CN(C=O)C>[F:52][C:53]([F:61])([F:62])[C@H:54]1[CH2:55][CH2:56][C@H:57]([NH:60][C:7](=[O:9])[C:6]2[CH:10]=[C:11]([N+:12]([O-:14])=[O:13])[C:3]([NH:2][CH3:1])=[N:4][C:5]=2[N:15]2[CH2:20][CH2:19][CH:18]([C:21]([F:23])([F:24])[F:22])[CH2:17][CH2:16]2)[CH2:58][CH2:59]1 |f:1.2|. Procedure: A mixture of 6-methylamino-5-nitro-2-(4-trifluoromethyl-piperidinyl)-nicotinic acid (570 mg, 1.64 mmol), TBTU (540 mg, 1.68 mmol), TEA (1.00 mL, 7.2 mmol), THF (10 mL) and DMF (5 mL) are stirred for 5 min. Then trans-4-trifluoromethyl-cyclohexylamine (335 mg, 1.65 mmol) is added and it is stirred for 30 min. Water is added, the mixture is concentrated and the precipitate is filtered, washed with water and dried at 55° C. Starting materials: [NH4+].[Cl-] (NH4Cl), FC1=NC=CC=C1 (2-fluoropyridine), C(#N)C1CN(C1)C(=O)OC(C)(C)C (tert-butyl 3-cyanoazetidine-1-carboxylate), [Li+].C[Si](C)(C)[N-][Si](C)(C)C (LHMDS), solution. The solvent is C1CCOC1 (THF), C1CCOC1 (THF). Reaction conditions: time 6 hour. Product: C(#N)C1(CN(C1)C(=O)OC(C)(C)C)C1=NC=CC=C1 (tert-butyl 3-cyano-3-pyridin-2-ylazetidine-1-carboxylate). RXN SMILES: F[C:2]1[CH:7]=[CH:6][CH:5]=[CH:4][N:3]=1.[C:8]([CH:10]1[CH2:13][N:12]([C:14]([O:16][C:17]([CH3:20])([CH3:19])[CH3:18])=[O:15])[CH2:11]1)#[N:9].[Li+].C[Si]([N-][Si](C)(C)C)(C)C.[NH4+].[Cl-]>C1COCC1>[C:8]([C:10]1([C:2]2[CH:7]=[CH:6][CH:5]=[CH:4][N:3]=2)[CH2:13][N:12]([C:14]([O:16][C:17]([CH3:20])([CH3:19])[CH3:18])=[O:15])[CH2:11]1)#[N:9] |f:2.3,4.5|. Procedure details: A solution of 2-fluoropyridine (2.6 mL, 30.2 mmol) and tert-butyl 3-cyanoazetidine-1-carboxylate (I-1, 5.0 g, 27.5 mmol) in THF (200 mL) at room temperature was treated with LHMDS (55 mL of a 1.0 M solution in THF, 55 mmol). After 6 h, the reaction mixture was poured into saturated aqueous NH4Cl (200 mL) and extracted with EtOAc (3×150 mL). The combined organic extracts were dried (Na2SO4) and concentrated under reduced pressure to afford tert-butyl 3-cyano-3-pyridin-2-ylazetidine-1-carboxylate ... Reactants: C(C)(=O)C1(CC=CC=C1)C1=NNC2=CC=C(C=C12)NC(=O)C1=CC=C(C=C1)N (N-(1-acetyl-3-phenyl(1H-indazol-5-yl))(4-aminophenyl)carboxamide), Cl (HCl). Solvent: CO (methanol), N (ammonia). Run at time 3 hour. Yields the product NC1=CC=C(C=C1)C(=O)NC=1C=C2C(=NNC2=CC1)C1=CC=CC=C1 ((4-AMINOPHENYL)-N-(3-PHENYL(1H-INDAZOL-5-YL))CARBOXAMIDE). The yield is 91.7%. Reaction SMILES: C([C:4]1([C:10]2[C:18]3[C:13](=[CH:14][CH:15]=[C:16]([NH:19][C:20]([C:22]4[CH:27]=[CH:26][C:25]([NH2:28])=[CH:24][CH:23]=4)=[O:21])[CH:17]=3)[NH:12][N:11]=2)[CH:9]=[CH:8][CH:7]=[CH:6][CH2:5]1)(=O)C.Cl>N.CO>[NH2:28][C:25]1[CH:24]=[CH:23][C:22]([C:20]([NH:19][C:16]2[CH:17]=[C:18]3[C:13](=[CH:14][CH:15]=2)[NH:12][N:11]=[C:10]3[C:4]2[CH:5]=[CH:6][CH:7]=[CH:8][CH:9]=2)=[O:21])=[CH:27][CH:26]=1. Procedure details: To a solution of N-(1-acetyl-3-phenyl(1H-indazol-5-yl))(4-aminophenyl)carboxamide (200 mg, 0.664 mmol) in 0.3% ammonia in methanol (12 mL). After the reaction mixture was stirred at room temperature for 3 hours, the mixture was acidified with 5% HCl. The resulting precipitate was filtered and dried to give the title compound (200 mg, 92% yield). 1H NMR (DMSO-d6) δ 13.14 (br s, 1H), 9.84 (s, 1H), 8.52 (s, 1H), 7.95 (d, 2H), 7.75 (m, 3H), 7.54 (m, 3H), 7.39 (t, 1H), 5.74 (br, 2H); ES-MS (m/z) 329 ...